This data is from the Open Reaction Database (ORD), a public repository of structured organic reaction records. The task is: describe an organic reaction: reactants, conditions, products, and yield The yield is 56.2%. Conditions: time 10 minute. Procedure details: To a stirred solution of 5-(4-aminophenyl)-2,2-dimethyl-4-(4-(quinolin-2-ylmethoxy)phenyl)furan-3(2H)-one (60 mg, 0.13 mmol) in DCM (5 mL) were added methane sulfonyl chloride (0.012 g, 0.15 mmol) and TFA (0.04 mL, 0.27 mmol) at 0° C. under N2 atmosphere. The reaction mixture was stirred at RT for 10 min. The reaction mixture diluted with water and extracted with DCM (2×10 mL). The combined organic layers were washed with water (2×5 mL), brine and dried over anhydrous Na2SO4. After filtration an... The solvent is C(Cl)Cl (DCM), O (water). Yields the product CC1(C(C(=C(O1)C1=CC=C(C=C1)N(S(=O)(=O)C)S(=O)(=O)C)C1=CC=C(C=C1)OCC1=NC2=CC=CC=C2C=C1)=O)C (N-(4-(5,5-dimethyl-4-oxo-3-(4-(quinolin-2-ylmethoxy)phenyl)-4,5-dihydrofuran-2-yl)phenyl)-N-(methylsulfonyl)methane sulfonamide). Reaction SMILES: [NH2:1][C:2]1[CH:7]=[CH:6][C:5]([C:8]2[O:12][C:11]([CH3:14])([CH3:13])[C:10](=[O:15])[C:9]=2[C:16]2[CH:21]=[CH:20][C:19]([O:22][CH2:23][C:24]3[CH:33]=[CH:32][C:31]4[C:26](=[CH:27][CH:28]=[CH:29][CH:30]=4)[N:25]=3)=[CH:18][CH:17]=2)=[CH:4][CH:3]=1.[CH3:34][S:35](Cl)(=[O:37])=[O:36].C(O)(C(F)(F)F)=O>C(Cl)Cl.O>[CH3:14][C:11]1([CH3:13])[O:12][C:8]([C:5]2[CH:6]=[CH:7][C:2]([N:1]([S:35]([CH3:34])(=[O:37])=[O:36])[S:35]([CH3:34])(=[O:37])=[O:36])=[CH:3][CH:4]=2)=[C:9]([C:16]2[CH:21]=[CH:20][C:19]([O:22][CH2:23][C:24]3[CH:33]=[CH:32][C:31]4[C:26](=[CH:27][CH:28]=[CH:29][CH:30]=4)[N:25]=3)=[CH:18][CH:17]=2)[C:10]1=[O:15]. Reactants: NC1=CC=C(C=C1)C1=C(C(C(O1)(C)C)=O)C1=CC=C(C=C1)OCC1=NC2=CC=CC=C2C=C1 (5-(4-aminophenyl)-2,2-dimethyl-4-(4-(quinolin-2-ylmethoxy)phenyl)furan-3(2H)-one), CS(=O)(=O)Cl (methane sulfonyl chloride), C(=O)(C(F)(F)F)O (TFA). The reactants are BrCC1=CC=C(C(=O)OCC=C)C=C1 (Allyl 4-(bromomethyl)benzoate), C(C)(=S)[O-].[K+] (potassium thioacetate). Solvent: CN(C=O)C (dimethylformamide), CN(C=O)C (dimethylformamide). Conditions: time 8 hour. Yields the product C(C)(=O)SCC1=CC=C(C(=O)OCC=C)C=C1 (allyl 4-(acetylthiomethyl)benzoate). The yield is 99.9%. As a reaction SMILES: Br[CH2:2][C:3]1[CH:14]=[CH:13][C:6]([C:7]([O:9][CH2:10][CH:11]=[CH2:12])=[O:8])=[CH:5][CH:4]=1.[C:15]([O-:18])(=[S:17])[CH3:16].[K+]>CN(C)C=O>[C:15]([S:17][CH2:2][C:3]1[CH:14]=[CH:13][C:6]([C:7]([O:9][CH2:10][CH:11]=[CH2:12])=[O:8])=[CH:5][CH:4]=1)(=[O:18])[CH3:16] |f:1.2|. Procedure: Allyl 4-(bromomethyl)benzoate (98 g, 0.4 moles) in dry dimethylformamide (100 ml) was added dropwise to a cooled suspension of potassium thioacetate (46 g, 0.4 moles) in dry dimethylformamide (200 ml). The cooling bath was removed and the mixture was stirred overnight. The reaction was poured into water and extracted with ethyl acetate (×3). The combined extracts were washed with water and brine. The mixture was dried and evaporated to give allyl 4-(acetylthiomethyl)benzoate as an orange oil (10...